From a dataset of the Open Reaction Database (ORD), a public repository of structured organic reaction records. describe an organic reaction: reactants, conditions, products, and yield The reactants are ClB(Cl)Cl, [Cl-], [Cl-], [Cl-], N#CCCl, ClCCl, [Ga+3], Nc1ccc2c(c1)OCCO2, O. Yields the product Nc1cc2c(cc1C(=O)CCl)OCCO2. Reaction SMILES: [B:12]([Cl:13])([Cl:14])[Cl:15].[Cl-:20].[Cl-:22].[Cl-:23].[Cl:16][CH2:17][C:18]#[N:19].[Cl:25][CH2:26][Cl:27].[Ga+3:21].[O:1]1[CH2:2][CH2:3][O:4][c:5]2[c:6]1[cH:7][cH:8][c:9]([NH2:11])[cH:10]2.[OH2:24]>>[O:1]1[CH2:2][CH2:3][O:4][c:5]2[c:6]1[cH:7][c:8]([C:18]([CH2:17][Cl:16])=[O:24])[c:9]([NH2:11])[cH:10]2. The reactants are ClCC(=O)N[C@@H]1CC[C@H](CC1)O (trans-2-chloro-N-(4-hydroxycyclohexyl)-acetamide), N (ammonia). Run in CO (methanol). Yields the product NCC(=O)N[C@@H]1CC[C@H](CC1)O (trans-2-Amino-N-(4-hydroxycyclohexyl)-acetamide). Reaction SMILES: Cl[CH2:2][C:3]([NH:5][C@H:6]1[CH2:11][CH2:10][C@H:9]([OH:12])[CH2:8][CH2:7]1)=[O:4].[NH3:13]>CO>[NH2:13][CH2:2][C:3]([NH:5][C@H:6]1[CH2:11][CH2:10][C@H:9]([OH:12])[CH2:8][CH2:7]1)=[O:4]. Procedure details: 11.5 g. (0.06 mole) trans-2-chloro-N-(4-hydroxycyclohexyl)-acetamide are dissolved in 100 ml. methanol and shaken with 200 ml. liquid ammonia for 20 hours at 50° C. in an autoclave. After concentration of the solvent, suction filtration is carried out. There are obtained 9.7 g. of the title compound, i.e. 94% of theory; m.p. 110°-114° C. Isolated yield 25.0%. Reactants: C(CCCCC)C1=CC=CC=C1 (hexylbenzene), [Cl-].[Al+3].[Cl-].[Cl-] (aluminum chloride), COC(CCCCC(=O)O)=O (Adipic acid monomethyl ester), [OH-].[Na+] (sodium hydroxide), acid chloride, S(=O)(Cl)Cl (thionyl chloride), crude product. Procedure details: Adipic acid monomethyl ester (50 g; 0.31 mole) is converted to the acid chloride with thionyl chloride (50 g) by the manner described in Example 1. This product is reacted with hexylbenzene (100 g) and aluminum chloride (62.4 g; 0.47 mole) and the product isolated in a manner analogous to that described in Example 1. The crude product is heated under reflux in ethanol (234 ml) and 2N sodium hydroxide (234 ml) for 4 hours. The reaction mixture is then processed as described in Example 1. The prod... Yields the product C(CCCCC)C1=CC=C(C(=O)CCCCC(=O)O)C=C1 (5-(4-n-hexylbenzoyl)pentanoic acid). Reaction SMILES: CO[C:3](=[O:11])[CH2:4][CH2:5][CH2:6][CH2:7][C:8]([OH:10])=[O:9].S(Cl)(Cl)=O.[CH2:16]([C:22]1[CH:27]=[CH:26][CH:25]=[CH:24][CH:23]=1)[CH2:17][CH2:18][CH2:19][CH2:20][CH3:21].[Cl-].[Al+3].[Cl-].[Cl-].[OH-].[Na+]>C(O)C>[CH2:16]([C:22]1[CH:23]=[CH:24][C:25]([C:3]([CH2:4][CH2:5][CH2:6][CH2:7][C:8]([OH:10])=[O:9])=[O:11])=[CH:26][CH:27]=1)[CH2:17][CH2:18][CH2:19][CH2:20][CH3:21] |f:3.4.5.6,7.8|. Solvent: C(C)O (ethanol). Starting materials: FC(C=1C=C(C=C(C1)C(F)(F)F)CO)(F)F ([3,5-bis(trifluoromethyl)phenyl]methanol), [H-].[Na+] (sodium hydride), C(#N)C=1C=C(C2=C(N=C(O2)C2=CC=C(C(=O)NCC3CCN(CC3)C(=O)OCC3=CC=C(C=C3)[N+](=O)[O-])C=C2)C1)C(C)C (4-nitrobenzyl 4-({[4-(5-cyano-7-isopropyl-1,3-benzoxazol-2-yl)benzoyl]amino}methyl)piperidine-1-carboxylate). Run in O1CCCC1 (tetrahydrofuran). Run at time 5 minute. The product is C(#N)C=1C=C(C2=C(N=C(O2)C2=CC=C(C(=O)NCC3CCN(CC3)C(=O)OCC3=CC(=CC(=C3)C(F)(F)F)C(F)(F)F)C=C2)C1)C(C)C (3,5-Bis(trifluoromethyl)benzyl 4-({[4-(5-cyano-7-isopropyl-1,3-benzoxazol-2-yl)benzoyl]amino}methyl)piperidine-1-carboxylate). Yield: 21.6%. Reaction SMILES: [F:1][C:2]([F:16])([F:15])[C:3]1[CH:4]=[C:5]([CH2:13][OH:14])[CH:6]=[C:7]([C:9]([F:12])([F:11])[F:10])[CH:8]=1.[H-].[Na+].[C:19]([C:21]1[CH:22]=[C:23]([CH:59]([CH3:61])[CH3:60])[C:24]2[O:28][C:27]([C:29]3[CH:57]=[CH:56][C:32]([C:33]([NH:35][CH2:36][CH:37]4[CH2:42][CH2:41][N:40]([C:43](OCC5C=CC([N+]([O-])=O)=CC=5)=[O:44])[CH2:39][CH2:38]4)=[O:34])=[CH:31][CH:30]=3)=[N:26][C:25]=2[CH:58]=1)#[N:20]>O1CCCC1>[C:19]([C:21]1[CH:22]=[C:23]([CH:59]([CH3:61])[CH3:60])[C:24]2[O:28][C:27]([C:29]3[CH:30]=[CH:31][C:32]([C:33]([NH:35][CH2:36][CH:37]4[CH2:38][CH2:39][N:40]([C:43]([O:14][CH2:13][C:5]5[CH:4]=[C:3]([C:2]([F:15])([F:16])[F:1])[CH:8]=[C:7]([C:9]([F:10])([F:11])[F:12])[CH:6]=5)=[O:44])[CH2:41][CH2:42]4)=[O:34])=[CH:56][CH:57]=3)=[N:26][C:25]=2[CH:58]=1)#[N:20] |f:1.2|. Reported procedure: To a solution of [3,5-bis(trifluoromethyl)phenyl]methanol (17 mg) in tetrahydrofuran (5 ml) was added sodium hydride (5 mg, 60% dispersion in mineral oil). The mixture was allowed to stir for 5 min, and then 4-nitrobenzyl 4-({[4-(5-cyano-7-isopropyl-1,3-benzoxazol-2-yl)benzoyl]amino}methyl)piperidine-1-carboxylate (20 mg) was added. The reaction mixture was stirred overnight at room temperature, and then was concentrated. The residue was purified by reverse-phase HPLC on a Biotage Parallex Flex,...